Dataset: the Open Reaction Database (ORD), a public repository of structured organic reaction records. Task: describe an organic reaction: reactants, conditions, products, and yield The reactants are C(C1=CC=CC=C1)(=O)O[C@@H]1C[C@@H]2CCC=3[C@@]4(C=C[C@H]([C@@H](CCCC(C)C)C)[C@]4(CCC3[C@]2(CC1)C)C)CC(=O)OCC (3β-benzoyloxy-14α-carbethoxymethyl-5α-cholest-8,15-diene). The solvent is C1CCOC1 (THF), C(C)O (ethanol), [O-]CC.[Na+] (sodium ethoxide). Yields the product C(=O)(OCC)C[C@]12C=C[C@H]([C@@H](CCCC(C)C)C)[C@]2(CCC=2[C@]3(CC[C@@H](C[C@@H]3CCC12)O)C)C (14α-carbethoxymethyl-5α-cholest-8,15-dien-3β-ol). As a reaction SMILES: C([O:9][C@H:10]1[CH2:34][CH2:33][C@@:32]2([CH3:35])[C@@H:12]([CH2:13][CH2:14][C:15]3[C@@:16]4([CH2:37][C:38]([O:40][CH2:41][CH3:42])=[O:39])[C@:28]([CH3:36])([CH2:29][CH2:30][C:31]=32)[C@@H:19]([C@H:20]([CH3:27])[CH2:21][CH2:22][CH2:23][CH:24]([CH3:26])[CH3:25])[CH:18]=[CH:17]4)[CH2:11]1)(=O)C1C=CC=CC=1>C1COCC1.C(O)C.[O-]CC.[Na+]>[C:38]([CH2:37][C@:16]12[C:15]3[CH2:14][CH2:13][C@@H:12]4[C@:32]([CH3:35])([CH2:33][CH2:34][C@H:10]([OH:9])[CH2:11]4)[C:31]=3[CH2:30][CH2:29][C@:28]1([CH3:36])[C@@H:19]([C@H:20]([CH3:27])[CH2:21][CH2:22][CH2:23][CH:24]([CH3:26])[CH3:25])[CH:18]=[CH:17]2)([O:40][CH2:41][CH3:42])=[O:39] |f:3.4|. Reported procedure: A solution of 3β-benzoyloxy-14α-carbethoxymethyl-5α-cholest-8,15-diene (2.06 g, 3.58 mmole) in THF (90 mL), absolute ethanol (40 mL) and 20% ethanolic sodium ethoxide (5 mL) was heated at 75° C. for one hour. The reaction was partitioned between ethyl ether and iced dilute HCl. The organic layer was washed with water, dried and concentrated to yield the crude 14α-carbethoxymethyl-5α-cholest-8,15-dien-3β-ol. This was dissolved in ethyl acetate (150 mL) and platinum oxide (1 g) was added. The mixt... The reactants are ClC1=C(C=CC(=C1)Cl)C(C#N)CC1CN(CCC1)C (2-(2,4-dichlorophenyl)-3-(1-methylpiperidin-3-yl)propionitrile), ClCN1N=CN=C1 (1-(chloromethyl)-1,2,4-triazole), [OH-].[Na+] (sodium hydroxide). Solvent: CS(=O)C (DMSO). Yields the product C(#N)C(CN1N=CN=C1)(CC1CN(CCC1)C)C1=C(C=C(C=C1)Cl)Cl (1-[2-Cyano-2-(2,4-dichlorophenyl)-3-(1-methylpiperidin-3-yl)propyl]-1,2,4-triazole). As a reaction SMILES: [Cl:1][C:2]1[CH:7]=[C:6]([Cl:8])[CH:5]=[CH:4][C:3]=1[CH:9]([CH2:12][CH:13]1[CH2:18][CH2:17][CH2:16][N:15]([CH3:19])[CH2:14]1)[C:10]#[N:11].Cl[CH2:21][N:22]1[CH:26]=[N:25][CH:24]=[N:23]1.[OH-].[Na+]>CS(C)=O>[C:10]([C:9]([C:3]1[CH:4]=[CH:5][C:6]([Cl:8])=[CH:7][C:2]=1[Cl:1])([CH2:12][CH:13]1[CH2:18][CH2:17][CH2:16][N:15]([CH3:19])[CH2:14]1)[CH2:21][N:22]1[CH:26]=[N:25][CH:24]=[N:23]1)#[N:11] |f:2.3|. Reported procedure: This compound (1.8 g.) was prepared using the procedure described in Example 9b except using 3.0 g. (0.010 mole) of 2-(2,4-dichlorophenyl)-3-(1-methylpiperidin-3-yl)propionitrile, 1.7 g. (0.011 mole) of 1-(chloromethyl)-1,2,4-triazole, 2.0 g. (0.025 mole) of 50% aqueous sodium hydroxide, and 30 ml. of DMSO yielding a white solid, melting point 125°-126° C. The reactants are N1=CC=CC=C1 (pyridine), O1C=CC=C1 (furan), C1C(C)O1 (propylene oxide), C(C=C)(=O)Cl (acryloyl chloride). The solvent is C(Cl)Cl (methylene chloride), CO (methanol), O (water). Reaction conditions: time 1 hour. Product: C12C(CC(C=C1)O2)C(=O)OC (7-oxabicyclo[2.2.1]hept-5-ene-2-carboxylic acid, methyl ester). Reaction SMILES: [O:1]1[CH:5]=[CH:4][CH:3]=[CH:2]1.[CH2:6]1[O:9][CH:7]1C.C(Cl)(=[O:13])C=C.N1[CH:20]=[CH:19]C=CC=1>C(Cl)Cl.O.CO>[CH:5]12[O:1][CH:2]([CH:19]=[CH:20]1)[CH2:3][CH:4]2[C:6]([O:9][CH3:7])=[O:13]. Procedure: To a mixture of 93.0 g (1.37 mmol) of furan and 0.50 g (8.6 mmol) of propylene oxide was added 47.0 g (0.52 mmol) acryloyl chloride at ambient temperature. The mixture was stirred under a nitrogen atmosphere for tree days in the dark. The mixture was then added to a solution of 45.0 ml (0.556 mol) pyridine and 45.0 ml of methanol in 100 ml methylene chloride at 0° C. The mixture was warmed to ambient temperature after the addition was complete. After 1 hour, water was added to the mixture and th...